describe an organic reaction: reactants, conditions, products, and yield From a dataset of the Open Reaction Database (ORD), a public repository of structured organic reaction records. The reactants are C(#N)C1=CC=C(OC=2C=C(C(=O)O)C=C(C2)OC2=CC=C(C=C2)C#N)C=C1 (3,5-bis-(4-cyano-phenoxy)-benzoic acid), NC1CCC(CC1)O (4-amino-cyclohexanol). Product: C(#N)C1=CC=C(OC=2C=C(C(=O)NC3CCC(CC3)O)C=C(C2)OC2=CC=C(C=C2)C#N)C=C1 (3,5-Bis-(4-cyano-phenoxy)-N-(4-hydroxy-cyclohexyl)-benzamide). Isolated yield 39.4%. As a reaction SMILES: [C:1]([C:3]1[CH:27]=[CH:26][C:6]([O:7][C:8]2[CH:9]=[C:10]([CH:14]=[C:15]([O:17][C:18]3[CH:23]=[CH:22][C:21]([C:24]#[N:25])=[CH:20][CH:19]=3)[CH:16]=2)[C:11]([OH:13])=O)=[CH:5][CH:4]=1)#[N:2].[NH2:28][CH:29]1[CH2:34][CH2:33][CH:32]([OH:35])[CH2:31][CH2:30]1>>[C:24]([C:21]1[CH:22]=[CH:23][C:18]([O:17][C:15]2[CH:14]=[C:10]([CH:9]=[C:8]([O:7][C:6]3[CH:5]=[CH:4][C:3]([C:1]#[N:2])=[CH:27][CH:26]=3)[CH:16]=2)[C:11]([NH:28][CH:29]2[CH2:34][CH2:33][CH:32]([OH:35])[CH2:31][CH2:30]2)=[O:13])=[CH:19][CH:20]=1)#[N:25]. Procedure details: Following the procedure of Example 9(e) 3,5-bis-(4-cyano-phenoxy)-benzoic acid 0.1 g (0.28 mmol) and 4-amino-cyclohexanol (0.046 g, 0.42 mmol) were used to afford 0.05 g of the required product. Percentage purity (LCMS): 92.3%, (M+1)=453.1+1. Reactants: Cl.ClC1=NC2=C(C=CC=C2C=C1)C1=CC2=C(N=CNC2=O)N1 (6-(2-chloroquinolin-8-yl)-3H-pyrrolo[2,3-d]pyrimidin-4(7H)-one hydrochloride), NC1=CC=CC=C1 (aniline), [Li+].C[Si](C)(C)[N-][Si](C)(C)C (LHMDS). Product: C1(=CC=CC=C1)NC1=NC2=C(C=CC=C2C=C1)C1=CC2=C(N=CNC2=O)N1 (6-(2-(phenylamino)quinolin-8-yl)-3H-pyrrolo[2,3-d]pyrimidin-4(7H)-one). Yield: 15.1%. Reaction SMILES: Cl.Cl[C:3]1[CH:12]=[CH:11][C:10]2[C:5](=[C:6]([C:13]3[NH:22][C:16]4[N:17]=[CH:18][NH:19][C:20](=[O:21])[C:15]=4[CH:14]=3)[CH:7]=[CH:8][CH:9]=2)[N:4]=1.[NH2:23][C:24]1[CH:29]=[CH:28][CH:27]=[CH:26][CH:25]=1.[Li+].C[Si]([N-][Si](C)(C)C)(C)C>>[C:24]1([NH:23][C:3]2[CH:12]=[CH:11][C:10]3[C:5](=[C:6]([C:13]4[NH:22][C:16]5[N:17]=[CH:18][NH:19][C:20](=[O:21])[C:15]=5[CH:14]=4)[CH:7]=[CH:8][CH:9]=3)[N:4]=2)[CH:29]=[CH:28][CH:27]=[CH:26][CH:25]=1 |f:0.1,3.4|. Reported procedure: To 6-(2-chloroquinolin-8-yl)-3H-pyrrolo[2,3-d]pyrimidin-4(7H)-one hydrochloride (Example 19b; 0.075 g, 0.225 mmol) and aniline (0.144 ml, 1.576 mmol) was added LHMDS (1.0 M in THF; 1.576 ml, 1.576 mmol). After 1 h the reaction was partitioned between saturated aq. NH4Cl and EtOAc. The aq. layer was washed with saturated aq. NH4Cl and 1× brine, dried over Na2SO4, and concentrated in vacuo. The solid residue from the separatory funnel was rinsed with 10% DCM/MeOH into an Erlenmeyer flask, dried ov... Reactants: CC(=O)[O-], CC(=O)[O-], CCCC[Sn+2]CCCC, CCOCC, CN=C=O, C=C(CN(C)C)c1ccc(N)cc1. Product: C=C(CN(C)C)c1ccc(NC(=O)NC)cc1. As a reaction SMILES: [C:18]([O-:19])(=[O:20])[CH3:21].[C:22]([O-:23])(=[O:24])[CH3:25].[CH2:26]([Sn+2:27][CH2:28][CH2:29][CH2:30][CH3:31])[CH2:32][CH2:33][CH3:34].[CH2:35]([O:36][CH2:37][CH3:38])[CH3:39].[CH3:14][N:15]=[C:16]=[O:17].[CH3:1][N:2]([CH3:3])[CH2:4][C:5](=[CH2:6])[c:7]1[cH:8][cH:9][c:10]([NH2:11])[cH:12][cH:13]1>>[CH3:1][N:2]([CH3:3])[CH2:4][C:5](=[CH2:6])[c:7]1[cH:8][cH:9][c:10]([NH:11][C:16]([NH:15][CH3:14])=[O:17])[cH:12][cH:13]1. The reactants are ClC=1C=NC=C(C1CO)OCC1OCCCC1 ([3-Chloro-5-(tetrahydro-pyran-2-ylmethoxy)-pyridin-4-yl]-methanol), O=S(Cl)Cl (SOCl2), C(CCC)N1C(=NC=C1)SC=1C=NC=C(C1CCl)Cl (3-(1-butyl-1H-imidazol-2-ylsulfanyl)-5-chloro-4-chloromethyl-pyridine). The product is ClC=1C=NC=C(C1CCl)OCC1OCCCC1 (3-Chloro-4-chloromethyl-5-(tetrahydro-pyran-2-ylmethoxy)-pyridine). Reaction SMILES: [Cl:1][C:2]1[CH:3]=[N:4][CH:5]=[C:6]([O:10][CH2:11][CH:12]2[CH2:17][CH2:16][CH2:15][CH2:14][O:13]2)[C:7]=1[CH2:8]O.O=S(Cl)[Cl:20].C(N1C=CN=C1SC1C=NC=C(Cl)C=1CCl)CCC>>[Cl:1][C:2]1[CH:3]=[N:4][CH:5]=[C:6]([O:10][CH2:11][CH:12]2[CH2:17][CH2:16][CH2:15][CH2:14][O:13]2)[C:7]=1[CH2:8][Cl:20]. Reported procedure: [3-Chloro-5-(tetrahydro-pyran-2-ylmethoxy)-pyridin-4-yl]-methanol (10 mg, 0.039 mmol) was chlorinated with SOCl2 according to the synthesis of 3-(1-butyl-1H-imidazol-2-ylsulfanyl)-5-chloro-4-chloromethyl-pyridine. The resulting title compound was used for the next reaction without purification. MS (m/z): 276.0 [M+H+]. Starting materials: [BH4-].[Na+] (Sodium borohydride), C1CCOC1 (THF), BrC=1C=C(C(=C(C=O)C1)O)OC (5-bromo-2-hydroxy-3-methoxybenzaldehyde), Cl (hydrochloric acid). The solvent is C(C)(=O)O (Acetic acid). Run at temperature 0 celsius, time 2 hour. Product: BrC1=CC(=C(C(=C1)OC)O)CO (4-bromo-2-hydroxymethyl-6-methoxyphenol). Yield: 100.4%. As a reaction SMILES: [BH4-].[Na+].C1COCC1.[Br:8][C:9]1[CH:10]=[C:11]([O:18][CH3:19])[C:12]([OH:17])=[C:13]([CH:16]=1)[CH:14]=[O:15].Cl>C(O)(=O)C>[Br:8][C:9]1[CH:10]=[C:11]([O:18][CH3:19])[C:12]([OH:17])=[C:13]([CH2:14][OH:15])[CH:16]=1 |f:0.1|. Procedure: Sodium borohydride (0.28 g, 6.9 mmol) was added to a THF solution (30 ml) of 5-bromo-2-hydroxy-3-methoxybenzaldehyde (3.2 g 13.8 mmol) under ice cooling and the mixture was stirred at 0° C. for 2 hours. Acetic acid was added to the reaction solution to set pH at 3. 10% hydrochloric acid was added to the reaction mixture, which was then extracted with ethyl acetate. The extracted material was dried over magnesium sulfate and concentrated under reduced pressure. The obtained residue was purified b... Yields the product CCC(O)(CC)c1ccc(O)c(OC)c1. Starting materials: CCC(O)(CC)c1ccc(O[Si](C)(C)C(C)(C)C)c(OC)c1, CCCC[N+](CCCC)(CCCC)CCCC, CCOC(C)=O, [F-], C1CCOC1. Reaction SMILES: [C:19]([Si:20]([CH3:21])([CH3:22])[O:24][c:25]1[c:26]([O:37][CH3:38])[cH:27][c:28]([C:31]([CH2:32][CH3:33])([CH2:34][CH3:35])[OH:36])[cH:29][cH:30]1)([CH3:23])([CH3:39])[CH3:40].[CH3:2][CH2:3][CH2:4][CH2:5][N+:6]([CH2:7][CH2:8][CH2:9][CH3:10])([CH2:11][CH2:12][CH2:13][CH3:14])[CH2:15][CH2:16][CH2:17][CH3:18].[CH3:46][CH2:47][O:48][C:49](=[O:50])[CH3:51].[F-:1].[O:41]1[CH2:42][CH2:43][CH2:44][CH2:45]1>>[OH:24][c:25]1[c:26]([O:37][CH3:38])[cH:27][c:28]([C:31]([CH2:32][CH3:33])([CH2:34][CH3:35])[OH:36])[cH:29][cH:30]1. The reactants are Brc1cscc1Br, Cc1ccccc1, CCO, COc1ccc(B(O)O)cc1, [Na+], [Na+], O=C([O-])[O-], O, c1ccc(P(c2ccccc2)(c2ccccc2)[Pd](P(c2ccccc2)(c2ccccc2)c2ccccc2)(P(c2ccccc2)(c2ccccc2)c2ccccc2)P(c2ccccc2)(c2ccccc2)c2ccccc2)cc1. RXN SMILES: [Br:1][c:2]1[cH:3][s:4][cH:5][c:6]1[Br:7].[CH3:25][c:26]1[cH:27][cH:28][cH:29][cH:30][cH:31]1.[CH3:32][CH2:33][OH:34].[CH3:8][O:9][c:10]1[cH:11][cH:12][c:13]([B:16]([OH:17])[OH:18])[cH:14][cH:15]1.[Na+:19].[Na+:20].[O-:21][C:22](=[O:23])[O-:24].[OH2:35].[cH:36]1[cH:37][cH:38][c:39]([P:40]([Pd:41]([P:42]([c:43]2[cH:44][cH:45][cH:46][cH:47][cH:48]2)([c:49]2[cH:50][cH:51][cH:52][cH:53][cH:54]2)[c:55]2[cH:56][cH:57][cH:58][cH:59][cH:60]2)([P:61]([c:62]2[cH:63][cH:64][cH:65][cH:66][cH:67]2)([c:68]2[cH:69][cH:70][cH:71][cH:72][cH:73]2)[c:74]2[cH:75][cH:76][cH:77][cH:78][cH:79]2)[P:80]([c:81]2[cH:82][cH:83][cH:84][cH:85][cH:86]2)([c:87]2[cH:88][cH:89][cH:90][cH:91][cH:92]2)[c:93]2[cH:94][cH:95][cH:96][cH:97][cH:98]2)([c:99]2[cH:100][cH:101][cH:102][cH:103][cH:104]2)[c:105]2[cH:106][cH:107][cH:108][cH:109][cH:110]2)[cH:111][cH:112]1>>[c:2]1(-[c:13]2[cH:12][cH:11][c:10]([O:9][CH3:8])[cH:15][cH:14]2)[cH:3][s:4][cH:5][c:6]1[Br:7]. The product is COc1ccc(-c2cscc2Br)cc1. Reactants: C(C1=CC=CC=C1)OC(=O)NC(=N)C1=CC=C(C(=O)N2[C@@H](CCC2)CC(=O)NCCC(=O)O)C=C1 (N-[[(S)-1-[p-[N-[(benzyloxy)carbonyl]-amidino]benzoyl]-2-pyrrolidinyl]acetyl]-β-alanine). Reagents/catalysts: [Pd] (Pd/C). Run in C(C)(=O)O (acetic acid). Yields the product C(N)(=N)C1=CC=C(C(=O)N2[C@@H](CCC2)CC(=O)NCCC(=O)O)C=C1 (N-[[(S)-1-(p-amidino-benzoyl)-2-pyrrolidinyl]acetyl]-β-alanine). Yield: 55.5%. RXN SMILES: C(OC([NH:11][C:12]([C:14]1[CH:35]=[CH:34][C:17]([C:18]([N:20]2[CH2:24][CH2:23][CH2:22][C@H:21]2[CH2:25][C:26]([NH:28][CH2:29][CH2:30][C:31]([OH:33])=[O:32])=[O:27])=[O:19])=[CH:16][CH:15]=1)=[NH:13])=O)C1C=CC=CC=1>C(O)(=O)C.[Pd]>[C:12]([C:14]1[CH:35]=[CH:34][C:17]([C:18]([N:20]2[CH2:24][CH2:23][CH2:22][C@H:21]2[CH2:25][C:26]([NH:28][CH2:29][CH2:30][C:31]([OH:33])=[O:32])=[O:27])=[O:19])=[CH:16][CH:15]=1)(=[NH:11])[NH2:13]. Reported procedure: 115 mg of N-[[(S)-1-[p-[N-[(benzyloxy)carbonyl]-amidino]benzoyl]-2-pyrrolidinyl]acetyl]-β-alanine and 50 mg of Pd/C were stirred under hydrogen for 4 hours in 2.5 ml of acetic acid. The catalyst was filtered off and the solution was evaporated. The residue was dissolved in water, evaporated again and chromatographed on silica gel using methanol. 46 mg of N-[[(S)-1-(p-amidino-benzoyl)-2-pyrrolidinyl]acetyl]-β-alanine, m.p.>250° C., are obtained. Starting materials: [O-]Cl.[Na+] (NaOCl), BrCCCCCCCCO (8-bromooctan-1-ol), [O-]Cl.[Na+] (NaOCl), C(=O)(O)[O-].[Na+] (NaHCO3), [O-]S(=O)[O-].[Na+].[Na+] (Na2SO3). Solvent: C(Cl)Cl (CH2Cl2). Run at time 45 minute. The product is BrCCCCCCCC=O (8-bromooctan-1-al). The yield is 96.6%. RXN SMILES: [Br:1][CH2:2][CH2:3][CH2:4][CH2:5][CH2:6][CH2:7][CH2:8][CH2:9][OH:10].[O-]Cl.[Na+].C([O-])(O)=O.[Na+].[O-]S([O-])=O.[Na+].[Na+]>C(Cl)Cl>[Br:1][CH2:2][CH2:3][CH2:4][CH2:5][CH2:6][CH2:7][CH2:8][CH:9]=[O:10] |f:1.2,3.4,5.6.7|. Procedure details: In a 250 mL round bottom flask, 8-bromooctan-1-ol (4.0 g, 19.1 mmol) (available from Sigma-Aldrich Canada) was dissolved in CH2Cl2 (40 mL) at room temperature. 2,2,6,6-Tetramethyl-1-piperidinyloxy free radical (TEMPO) (24.6 mg, 0.16 mmol) (available from Sigma-Aldrich Canada) was added to produce a red-coloured solution. A premix of NaOCl (5.25%, 36.7 g, 25.9 mmol) and saturated NaHCO3 (25.9 mL) was added. The reaction mixture was vigorously stirred for 45 min. at room temperature. The progress ... Starting materials: ClC1=CC(=CN=N1)NC1=C(C=CC=C1)S(=O)(=O)C(C)C (6-chloro-N-[2-(propan-2-ylsulfonyl)phenyl]pyridazin-4-amine), COC1=C(N)C=CC(=C1)N1CCC(CC1)N1CCP(CC1)(=O)C (2-methoxy-4-[4-(4-methyl-4-oxido-1,4-azaphosphinan-1-yl)piperidin-1-yl]aniline), Cl (HCl). Solvent: COCCO (2-Methoxy ethanol), C(C)O (Ethanol). Yields the product COC1=C(C=CC(=C1)N1CCC(CC1)N1CCP(CC1)(=O)C)NC=1N=NC=C(C1)NC1=C(C=CC=C1)S(=O)(=O)C(C)C (N3-{2-methoxy-4-[4-(4-methyl-4-oxido-1,4-azaphosphinan-1-yl)piperidin-1-yl]-phenyl}-N5-[2-(propan-2-ylsulfonyl)phenyl]pyridazine-3,5-diamine). As a reaction SMILES: Cl[C:2]1[N:7]=[N:6][CH:5]=[C:4]([NH:8][C:9]2[CH:14]=[CH:13][CH:12]=[CH:11][C:10]=2[S:15]([CH:18]([CH3:20])[CH3:19])(=[O:17])=[O:16])[CH:3]=1.[CH3:21][O:22][C:23]1[CH:29]=[C:28]([N:30]2[CH2:35][CH2:34][CH:33]([N:36]3[CH2:41][CH2:40][P:39]([CH3:43])(=[O:42])[CH2:38][CH2:37]3)[CH2:32][CH2:31]2)[CH:27]=[CH:26][C:24]=1[NH2:25].Cl>COCCO.C(O)C>[CH3:21][O:22][C:23]1[CH:29]=[C:28]([N:30]2[CH2:35][CH2:34][CH:33]([N:36]3[CH2:37][CH2:38][P:39]([CH3:43])(=[O:42])[CH2:40][CH2:41]3)[CH2:32][CH2:31]2)[CH:27]=[CH:26][C:24]=1[NH:25][C:2]1[N:7]=[N:6][CH:5]=[C:4]([NH:8][C:9]2[CH:14]=[CH:13][CH:12]=[CH:11][C:10]=2[S:15]([CH:18]([CH3:20])[CH3:19])(=[O:17])=[O:16])[CH:3]=1. Procedure details: To a solution of 6-chloro-N-[2-(propan-2-ylsulfonyl)phenyl]pyridazin-4-amine (prepared in Example 73: 0.02 mmol) and 2-methoxy-4-[4-(4-methyl-4-oxido-1,4-azaphosphinan-1-yl)piperidin-1-yl]aniline (0.7 mmol) in 1 mL of 2-Methoxy ethanol, is added 1 mL of 2.5M HCl in Ethanol. The reaction mixture is heated in a sealed tube at 140 degree until formation of the desired compound. The reaction mixture is filtered through a syringe filter and can be purified by Prep-HPLC.